From a dataset of the Open Reaction Database (ORD), a public repository of structured organic reaction records. describe an organic reaction: reactants, conditions, products, and yield Starting materials: CC(C)=CCBr, CCCCOCCOc1ccc(-c2ccc3c(c2)C=C(C(=O)OC)CCN3)cc1, C1CCOC1, [H-], [Na+], O. The product is CCCCOCCOc1ccc(-c2ccc3c(c2)C=C(C(=O)OC)CCN3CC=C(C)C)cc1. RXN SMILES: [Br:32][CH2:33][CH:34]=[C:35]([CH3:36])[CH3:37].[CH2:1]([CH2:2][CH2:3][CH3:4])[O:5][CH2:6][CH2:7][O:8][c:9]1[cH:10][cH:11][c:12](-[c:15]2[cH:16][cH:17][c:18]3[c:19]([cH:29]2)[CH:20]=[C:21]([C:25](=[O:26])[O:27][CH3:28])[CH2:22][CH2:23][NH:24]3)[cH:13][cH:14]1.[CH2:39]1[O:40][CH2:41][CH2:42][CH2:43]1.[H-:30].[Na+:31].[OH2:38]>>[CH2:1]([CH2:2][CH2:3][CH3:4])[O:5][CH2:6][CH2:7][O:8][c:9]1[cH:10][cH:11][c:12](-[c:15]2[cH:16][cH:17][c:18]3[c:19]([cH:29]2)[CH:20]=[C:21]([C:25](=[O:26])[O:27][CH3:28])[CH2:22][CH2:23][N:24]3[CH2:33][CH:34]=[C:35]([CH3:36])[CH3:37])[cH:13][cH:14]1. The reactants are NC=1C(=C2CC(C(C2=CC1)=O)(CCC(CC)=O)CC)Br (5-amino-4-bromo-2-ethyl-2-(3-oxopentyl)-1-indanone), C(=O)([O-])[O-].[K+].[K+] (K2CO3). Run in C(C)(=O)O (acetic acid), Cl (HCl), CCOC(=O)C (EtOAc). Run at temperature 80 celsius, time 3 day. Product: NC1=CC=C2C3=C(C(CCC3(CC2=C1Br)CC)=O)C (7-amino-8-bromo-9a-ethyl-4-methyl-1,2,9,9a-tetrahydro-3H-fluoren-3-one). Isolated yield 90.3%. Reaction SMILES: [NH2:1][C:2]1[C:3]([Br:20])=[C:4]2[C:8](=[CH:9][CH:10]=1)[C:7](=O)[C:6]([CH2:18][CH3:19])([CH2:12][CH2:13][C:14](=[O:17])[CH2:15][CH3:16])[CH2:5]2.C([O-])([O-])=O.[K+].[K+]>C(O)(=O)C.Cl.CCOC(C)=O>[NH2:1][C:2]1[C:3]([Br:20])=[C:4]2[C:8]([C:7]3[C:6]([CH2:18][CH3:19])([CH2:5]2)[CH2:12][CH2:13][C:14](=[O:17])[C:15]=3[CH3:16])=[CH:9][CH:10]=1 |f:1.2.3|. Procedure details: The crude diketone (1.17 g) from step 3 was dissolved in acetic acid (14 mL) and the solution was diluted with aqueous 6N HCl (14 mL). The resulting mixture was stirred and heated in an oil bath at 80° C. for 5 hours and then kept at room temperature for 3 days. The mixture was diluted with EtOAc (100 mL) and carefully basified with aqueous K2CO3 (200 mL). The organic portion was washed with brine, dried over MgSO4 filtered, and evaporated under vacuum. The residue was lyophilized from benzene t... Reactants: NC=1SC(=C(N1)C)C(=O)OCC (ethyl 2-amino-4-methylthiazole-5-carboxylate), C1(=CC=C(C=C1)S(=O)(=O)Cl)C1=CC=CC=C1 (4-biphenylsulfonyl chloride). Yields the product C1(=CC=C(C=C1)S(=O)(=O)NC=1SC(=C(N1)C)C(=O)OCC)C1=CC=CC=C1 (Ethyl 2-[([1,1′-biphenyl]-4-ylsulfonyl)amino]-4-methyl-1,3-thiazole-5-carboxylate). RXN SMILES: [NH2:1][C:2]1[S:3][C:4]([C:8]([O:10][CH2:11][CH3:12])=[O:9])=[C:5]([CH3:7])[N:6]=1.[C:13]1([C:23]2[CH:28]=[CH:27][CH:26]=[CH:25][CH:24]=2)[CH:18]=[CH:17][C:16]([S:19](Cl)(=[O:21])=[O:20])=[CH:15][CH:14]=1>>[C:13]1([C:23]2[CH:28]=[CH:27][CH:26]=[CH:25][CH:24]=2)[CH:18]=[CH:17][C:16]([S:19]([NH:1][C:2]2[S:3][C:4]([C:8]([O:10][CH2:11][CH3:12])=[O:9])=[C:5]([CH3:7])[N:6]=2)(=[O:21])=[O:20])=[CH:15][CH:14]=1. Procedure details: This compound was prepared from ethyl 2-amino-4-methylthiazole-5-carboxylate and 4-biphenylsulfonyl chloride as described for EXAMPLE 30 with tile exception that it was not recrystallized. Yield 96 mg, 24%: 1H NMR (DMSO) δ 7.8-7.95 (m, 4H), 7.65-7.75 (m, 2H), 7.35-7.55 (m, 3H), 4.23 (q, 2H); 2.39 (s, 3H), 1.26 (t, 3H); MS-ES (neg) m/z 401.2. As a reaction SMILES: [CH2:1]([O:3][C:4]([C:6]1[N:7]([C:22]2[CH:23]=[N:24][CH:25]=[N:26][CH:27]=2)[C:8]2[C:13]([CH:14]=1)=[CH:12][C:11]([O:15][CH:16]1[CH2:21][CH2:20][NH:19][CH2:18][CH2:17]1)=[CH:10][CH:9]=2)=[O:5])[CH3:2].[CH3:28][C:29]([CH3:31])=O>>[CH2:1]([O:3][C:4]([C:6]1[N:7]([C:22]2[CH:23]=[N:24][CH:25]=[N:26][CH:27]=2)[C:8]2[C:13]([CH:14]=1)=[CH:12][C:11]([O:15][CH:16]1[CH2:21][CH2:20][N:19]([CH:29]([CH3:31])[CH3:28])[CH2:18][CH2:17]1)=[CH:10][CH:9]=2)=[O:5])[CH3:2]. Starting materials: C(C)OC(=O)C=1N(C2=CC=C(C=C2C1)OC1CCNCC1)C=1C=NC=NC1 (5-(Piperidin-4-yloxy)-1-pyrimidin-5-yl-1H-indole-2-carboxylic acid ethyl ester), CC(=O)C (acetone). The product is C(C)OC(=O)C=1N(C2=CC=C(C=C2C1)OC1CCN(CC1)C(C)C)C=1C=NC=NC1 (5-(1-Isopropyl-piperidin-4-yloxy)-1-pyrimidin-5-yl-1H-indole-2-carboxylic acid ethyl ester). Reported procedure: In analogy to the procedure described for the synthesis of example 43, step 7, the title compound was synthesized from 5-(piperidin-4-yloxy)-1-pyrimidin-5-yl-1H-indole-2-carboxylic acid ethyl ester (example 44, step 2) and acetone. The title compound was obtained in 46% yield as light brown foam. MS (m/e): 409.4 (MH+, 100%). Reactants: C(CCC)[Sn](C=1N=CN(C1)C(C1=CC=CC=C1)(C1=CC=CC=C1)C1=CC=CC=C1)(CCCC)CCCC (4-Tributylstannyl-1-trityl-1H-imidazole), FC=1C=CC(=NC1)C1=NOC(=N1)C1=CC(=CC(=C1)F)Br (3-(5-Fluoro-2-pyridyl)-5-(3-bromo-5-fluorophenyl)-1,2,4-oxadiazole), tetrakis(triphenylphoshine)palladium (0). The solvent is O1CCCC1 (tetrahydrofuran). Conditions: temperature 100 celsius. Yields the product FC=1C=CC(=NC1)C1=NOC(=N1)C1=CC(=CC(=C1)C=1N=CN(C1)C(C1=CC=CC=C1)(C1=CC=CC=C1)C1=CC=CC=C1)F (3-(5-Fluoro-2-pyridyl)-5-(3-fluoro-5-(1-trityl-1H-imidazol-4-yl)phenyl)-1,2,4-oxadiazole). Isolated yield 23.5%. As a reaction SMILES: C([Sn](CCCC)(CCCC)[C:6]1[N:7]=[CH:8][N:9]([C:11]([C:24]2[CH:29]=[CH:28][CH:27]=[CH:26][CH:25]=2)([C:18]2[CH:23]=[CH:22][CH:21]=[CH:20][CH:19]=2)[C:12]2[CH:17]=[CH:16][CH:15]=[CH:14][CH:13]=2)[CH:10]=1)CCC.[F:38][C:39]1[CH:40]=[CH:41][C:42]([C:45]2[N:49]=[C:48]([C:50]3[CH:55]=[C:54]([F:56])[CH:53]=[C:52](Br)[CH:51]=3)[O:47][N:46]=2)=[N:43][CH:44]=1>O1CCCC1>[F:38][C:39]1[CH:40]=[CH:41][C:42]([C:45]2[N:49]=[C:48]([C:50]3[CH:51]=[C:52]([C:6]4[N:7]=[CH:8][N:9]([C:11]([C:12]5[CH:17]=[CH:16][CH:15]=[CH:14][CH:13]=5)([C:24]5[CH:25]=[CH:26][CH:27]=[CH:28][CH:29]=5)[C:18]5[CH:19]=[CH:20][CH:21]=[CH:22][CH:23]=5)[CH:10]=4)[CH:53]=[C:54]([F:56])[CH:55]=3)[O:47][N:46]=2)=[N:43][CH:44]=1. Procedure details: To the solution of 4-Tributylstannyl-1-trityl-1H-imidazole (106 mg, 0.18 mmol) in tetrahydrofuran (5 ml) added 3-(5-Fluoro-2-pyridyl)-5-(3-bromo-5-fluorophenyl)-1,2,4-oxadiazole (50.0 mg, 0.15 mmol) and tetrakis(triphenylphoshine)palladium (0) (17.1 mg, 0.01 mmol), sequentially. The resulting brownish yellow reaction mixture was heated at 100° C. under argon overnight. The reaction mixture was cooled to room temperature and concentrated in-vacuo. The residue was purified on silica gel using 30% ... Starting materials: Cl(=O)(=O)(=O)[O-].C1(CC1)C1=NC(=NO1)C1=CC=[N+](C=C1)CCCC(C1=CC=C(C=C1)F)=O (4-(5-cyclopropyl-1,2,4-oxadiazol- 3-yl)-1-[3-(p-fluorobenzoyl)-propyl]pyridinium perchlorate), CO (methanol), [BH4-].[Na+] (sodium borohydride). The solvent is O (water). The product is C1(CC1)C1=NC(=NO1)C=1CCN(CC1)CCCC(O)C1=CC=C(C=C1)F (4-(5-Cyclopropyl-1,2,4-oxadiazol-3-yl)-3,6- -dihydro-α-(p-fluorophenyl)-1(2H)-pyridinebutanol). As a reaction SMILES: Cl([O-])(=O)(=O)=O.[CH:6]1([C:9]2[O:13][N:12]=[C:11]([C:14]3[CH:19]=[CH:18][N+:17]([CH2:20][CH2:21][CH2:22][C:23](=[O:31])[C:24]4[CH:29]=[CH:28][C:27]([F:30])=[CH:26][CH:25]=4)=[CH:16][CH:15]=3)[N:10]=2)[CH2:8][CH2:7]1.CO.[BH4-].[Na+]>O>[CH:6]1([C:9]2[O:13][N:12]=[C:11]([C:14]3[CH2:19][CH2:18][N:17]([CH2:20][CH2:21][CH2:22][CH:23]([C:24]4[CH:29]=[CH:28][C:27]([F:30])=[CH:26][CH:25]=4)[OH:31])[CH2:16][CH:15]=3)[N:10]=2)[CH2:7][CH2:8]1 |f:0.1,3.4|. Reported procedure: To a 1.8 g. portion of 4-(5-cyclopropyl-1,2,4-oxadiazol- 3-yl)-1-[3-(p-fluorobenzoyl)-propyl]pyridinium perchlorate, prepared as described in Example 3, in 80 ml. of methanol is added, portionwise with stirring, 1.8 g. of sodium borohydride. The mixture is stirred for 2 hours and then poured into 300 ml. of cold water, causing a white solid to separate. This solid is collected and recrystallized from acetonitrile, m.p. 89°-92° C. Starting materials: C1CCC2=NCCCN2CC1, CC(C)S(=O)(=O)Cl, CC(CNS(=O)(=O)C(C)C)c1ccc(CCN)cc1. The product is CC(CNS(=O)(=O)C(C)C)c1ccc(CCNS(=O)(=O)C(C)C)cc1. Reaction SMILES: [CH2:27]1[CH2:28][CH2:29][C:30]2=[N:35][CH2:34][CH2:33][CH2:32][N:31]2[CH2:36][CH2:37]1.[CH:20]([CH3:21])([CH3:22])[S:23](=[O:24])(=[O:25])[Cl:26].[NH2:1][CH2:2][CH2:3][c:4]1[cH:5][cH:6][c:7]([CH:10]([CH2:11][NH:12][S:13](=[O:14])(=[O:15])[CH:16]([CH3:17])[CH3:18])[CH3:19])[cH:8][cH:9]1>>[NH:1]([CH2:2][CH2:3][c:4]1[cH:5][cH:6][c:7]([CH:10]([CH2:11][NH:12][S:13](=[O:14])(=[O:15])[CH:16]([CH3:17])[CH3:18])[CH3:19])[cH:8][cH:9]1)[S:23]([CH:20]([CH3:21])[CH3:22])(=[O:24])=[O:25].